describe an organic reaction: reactants, conditions, products, and yield From a dataset of the Open Reaction Database (ORD), a public repository of structured organic reaction records. Starting materials: CC(C)(C)c1cc(N)n(CCO[Si](C)(C)C(C)(C)C)n1, C1CCOC1, CCOC(C)=O, O=C(Cl)OCC(Cl)(Cl)Cl, O, c1ccncc1. Yields the product CC(C)(C)c1cc(NC(=O)OCC(Cl)(Cl)Cl)n(CCO[Si](C)(C)C(C)(C)C)n1. As a reaction SMILES: [C:1]([CH3:2])([CH3:3])([CH3:4])[c:5]1[cH:6][c:7]([NH2:20])[n:8]([CH2:10][CH2:11][O:12][Si:13]([CH3:14])([CH3:15])[C:16]([CH3:17])([CH3:18])[CH3:19])[n:9]1.[CH2:42]1[O:43][CH2:44][CH2:45][CH2:46]1.[CH3:36][CH2:37][O:38][C:39](=[O:40])[CH3:41].[Cl:27][C:28](=[O:29])[O:30][CH2:31][C:32]([Cl:33])([Cl:34])[Cl:35].[OH2:47].[cH:21]1[cH:22][cH:23][n:24][cH:25][cH:26]1>>[C:1]([CH3:2])([CH3:3])([CH3:4])[c:5]1[cH:6][c:7]([NH:20][C:28](=[O:29])[O:30][CH2:31][C:32]([Cl:33])([Cl:34])[Cl:35])[n:8]([CH2:10][CH2:11][O:12][Si:13]([CH3:14])([CH3:15])[C:16]([CH3:17])([CH3:18])[CH3:19])[n:9]1. Reactants: CCOC(=O)CN(C)c1ccc(Cn2cccc(-c3ccc(NC(=O)Nc4ccccc4C)cc3)c2=O)cc1, C[Si](C)(C)[O-], CCOCC, Cl, [K+], C1CCOC1. The product is Cc1ccccc1NC(=O)Nc1ccc(-c2cccn(Cc3ccc(N(C)CC(=O)O)cc3)c2=O)cc1. As a reaction SMILES: [CH2:7]([CH3:8])[O:9][C:10]([CH2:11][N:12]([c:13]1[cH:14][cH:15][c:16]([CH2:19][n:20]2[c:21](=[O:43])[c:22](-[c:26]3[cH:27][cH:28][c:29]([NH:32][C:33](=[O:34])[NH:35][c:36]4[c:37]([CH3:42])[cH:38][cH:39][cH:40][cH:41]4)[cH:30][cH:31]3)[cH:23][cH:24][cH:25]2)[cH:17][cH:18]1)[CH3:44])=[O:45].[CH3:1][Si:2]([CH3:3])([CH3:4])[O-:5].[CH3:52][CH2:53][O:54][CH2:55][CH3:56].[ClH:46].[K+:6].[O:47]1[CH2:48][CH2:49][CH2:50][CH2:51]1>>[O:9]=[C:10]([CH2:11][N:12]([c:13]1[cH:14][cH:15][c:16]([CH2:19][n:20]2[c:21](=[O:43])[c:22](-[c:26]3[cH:27][cH:28][c:29]([NH:32][C:33](=[O:34])[NH:35][c:36]4[c:37]([CH3:42])[cH:38][cH:39][cH:40][cH:41]4)[cH:30][cH:31]3)[cH:23][cH:24][cH:25]2)[cH:17][cH:18]1)[CH3:44])[OH:45]. The reactants are ClC=1C=C(C=CC1Cl)C1(OCCO1)C1CCNCC1 (4-[2-(3,4-dichlorophenyl)-[1,3]dioxolan-2-yl]piperidine), C1(=CC=C(C=C1)C(=O)N[C@@H](C(C)C)C=O)C (N-p-toluoyl valinaldehyde), sodium triactetoxy-borohydride. Solvent: C(Cl)Cl (methylene chloride). The product is ClC=1C=C(C=CC1Cl)C1(OCCO1)C1CCN(CC1)CC(C(C)C)NC(C1=CC=C(C=C1)C)=O (N-(1-{4-[2-(3,4-dichlorophenyl)-[1,3 ]dioxolan-2-yl]piperidin-1-yl-methyl}-2-methylpropyl)-4-methylbenzamide). The yield is 52.3%. As a reaction SMILES: [Cl:1][C:2]1[CH:3]=[C:4]([C:9]2([CH:14]3[CH2:19][CH2:18][NH:17][CH2:16][CH2:15]3)[O:13][CH2:12][CH2:11][O:10]2)[CH:5]=[CH:6][C:7]=1[Cl:8].[C:20]1([CH3:35])[CH:25]=[CH:24][C:23]([C:26]([NH:28][C@H:29]([CH:33]=O)[CH:30]([CH3:32])[CH3:31])=[O:27])=[CH:22][CH:21]=1>C(Cl)Cl>[Cl:1][C:2]1[CH:3]=[C:4]([C:9]2([CH:14]3[CH2:19][CH2:18][N:17]([CH2:33][CH:29]([NH:28][C:26](=[O:27])[C:23]4[CH:22]=[CH:21][C:20]([CH3:35])=[CH:25][CH:24]=4)[CH:30]([CH3:31])[CH3:32])[CH2:16][CH2:15]3)[O:13][CH2:12][CH2:11][O:10]2)[CH:5]=[CH:6][C:7]=1[Cl:8]. Reported procedure: A solution of 4-[2-(3,4-dichlorophenyl)-[1,3]dioxolan-2-yl]piperidine (0.21 g, 0.7 mmol), N-p-toluoyl valinaldehyde (0. 17g, 0.764 mmol), sodium triactetoxy-borohydride (0.22 g, 1.04 mmol) in methylene chloride (20 mL) was stirred overnight under argon. After concentrating the reaction mixture, the residue was stirred with ethyl acetate and dilute aqueous potassium carbonate solution. The organic layer was separated and the aqueous layer was extracted with ethyl acetate. The combined organic lay... Reactants: FC1=C(C=C(C=C1)F)C(C=1C(=CC(=NC1)C(=O)N)C)SC1=CC=C(C=C1)F (5-[(2,5-difluorophenyl) [(4-fluorophenyl)thio]methyl]-4-meth ylpyridine-2-carboxamide), ClC1=CC(=CC=C1)C(=O)OO (3-chloroperbenzoic acid). Run in C(Cl)Cl (methylene chloride). Run at time 2 hour. Product: FC1=C(C=C(C=C1)F)C(C=1C(=CC(=NC1)C(=O)N)C)S(=O)C1=CC=C(C=C1)F (5-[(2,5-Difluorophenyl) [(4-fluorophenyl)sulfinyl]methyl]-4-methylpyridine-2-carboxamide). The yield is 59.0%. As a reaction SMILES: [F:1][C:2]1[CH:7]=[CH:6][C:5]([F:8])=[CH:4][C:3]=1[CH:9]([S:20][C:21]1[CH:26]=[CH:25][C:24]([F:27])=[CH:23][CH:22]=1)[C:10]1[C:11]([CH3:19])=[CH:12][C:13]([C:16]([NH2:18])=[O:17])=[N:14][CH:15]=1.ClC1C=CC=C(C(OO)=[O:36])C=1>C(Cl)Cl>[F:1][C:2]1[CH:7]=[CH:6][C:5]([F:8])=[CH:4][C:3]=1[CH:9]([S:20]([C:21]1[CH:26]=[CH:25][C:24]([F:27])=[CH:23][CH:22]=1)=[O:36])[C:10]1[C:11]([CH3:19])=[CH:12][C:13]([C:16]([NH2:18])=[O:17])=[N:14][CH:15]=1. Reported procedure: To a solution of 5-[(2,5-difluorophenyl) [(4-fluorophenyl)thio]methyl]-4-meth ylpyridine-2-carboxamide (152 mg, 0.39 mmol) in methylene chloride (5 ml), 3-chloroperbenzoic acid (104 mg, 0.39 mmol) was added at 0° C. After stirring for 2 hours at room temperature, the reaction mixture was washed with 1 N aqueous sodium hydroxide. The organic layer was dried over anhydrous sodium sulfate and filtered, then the filtrate was concentrated under reduced pressure, and the resulting residue was subjecte... Starting materials: [H-].[Na+] (sodium hydride), OC1CN(C1)C(=O)OC(C)(C)C (tert-butyl 3-hydroxyazetidine-1-carboxylate), C(C1=CC=CC=C1)Br (benzylbromide). Run in CN(C)C=O (DMF). Conditions: temperature 0 celsius, time 30 minute. The product is C(C1=CC=CC=C1)OC1CN(C1)C(=O)OC(C)(C)C (tert-butyl 3-(benzyloxy)azetidine-1-carboxylate). The yield is 79.6%. RXN SMILES: [OH:1][CH:2]1[CH2:5][N:4]([C:6]([O:8][C:9]([CH3:12])([CH3:11])[CH3:10])=[O:7])[CH2:3]1.[H-].[Na+].[CH2:15](Br)[C:16]1[CH:21]=[CH:20][CH:19]=[CH:18][CH:17]=1>CN(C=O)C>[CH2:15]([O:1][CH:2]1[CH2:3][N:4]([C:6]([O:8][C:9]([CH3:12])([CH3:11])[CH3:10])=[O:7])[CH2:5]1)[C:16]1[CH:21]=[CH:20][CH:19]=[CH:18][CH:17]=1 |f:1.2|. Reported procedure: tert-butyl 3-hydroxyazetidine-1-carboxylate (21) (1 gm, 5.77 mmol) was dissolved in dry DMF (15 ml) and was cooled to 0° C. under nitrogen and was added sodium hydride (0.35 gm, 8.66 mmol). The reaction mixture was allowed to stir at room temperature for 30 min and was added benzylbromide (22; 1.08 gm, 6.35 mmol) at 0° C. The reaction mixture was then allowed warm to room temperature and stirred for 2 h. After completion of the reaction it was quenched by the addition of sat. ammonium chloride s... Starting materials: C(C1=CC=CC=C1)OC(=O)C=1OC(=CC1)C=O (5-Formyl-2-furancarboxylic acid benzyl ester), C(C)(C)(C)OC(C=C)=O (acrylic acid tert-butyl ester), N12CCN(CC1)CC2 (1,4-diazabicyclo[2.2.2]octane). Conditions: time 4 day. Product: C(C)(C)(C)OC(C(=C)C(O)C=1OC(=CC1)C(=O)OCC1=CC=CC=C1)=O (2-{[5-(benzyloxycarbonyl)furan-2-yl](hydroxy)methyl}prop-2-enoic acid tert-butyl ester). As a reaction SMILES: [CH2:1]([O:8][C:9]([C:11]1[O:12][C:13]([CH:16]=[O:17])=[CH:14][CH:15]=1)=[O:10])[C:2]1[CH:7]=[CH:6][CH:5]=[CH:4][CH:3]=1.[C:18]([O:22][C:23](=[O:26])[CH:24]=[CH2:25])([CH3:21])([CH3:20])[CH3:19].N12CCN(CC1)CC2>>[C:18]([O:22][C:23](=[O:26])[C:24]([CH:16]([C:13]1[O:12][C:11]([C:9]([O:8][CH2:1][C:2]2[CH:7]=[CH:6][CH:5]=[CH:4][CH:3]=2)=[O:10])=[CH:15][CH:14]=1)[OH:17])=[CH2:25])([CH3:21])([CH3:20])[CH3:19]. Procedure details: 5-Formyl-2-furancarboxylic acid benzyl ester (0.2 g, 0.87 mmol), acrylic acid tert-butyl ester (0.52 mL), and 1,4-diazabicyclo[2.2.2]octane (20 mg, 0.18 mmol) were mixed, and the mixture was stirred for 4 days. Excess acrylic acid tert-butyl ester was evaporated under reduced pressure and the residue was purified by silica gel column chromatography to give the title compound (0.26 g). Reactants: COC1OC(CC1)OC (2,5-dimethoxytetrahydrofuran), CC(=O)C.C(=O)O.C(=O)O (acetone dicarboxylic acid), COC=1C=C(C=CC1OC)CCN (2-(3,4-dimethoxyphenyl)ethylamine), C(C)(=O)[O-].[Na+] (sodium acetate). The solvent is Cl (HCl), Cl (HCl). Conditions: temperature 10 celsius. Yields the product COC=1C=C(C=CC1OC)CCN1C2CC(CC1CC2)=O (8-[2-(3,4-Dimethoxyphenyl)ethyl]-8-aza-bicyclo[3.2.1]octan-3-one). Yield: 66.9%. As a reaction SMILES: CO[CH:3]1[CH2:7][CH2:6][CH:5](OC)[O:4]1.[CH3:10][C:11]([CH3:13])=O.C(O)=O.C(O)=O.[CH3:20][O:21][C:22]1[CH:23]=[C:24]([CH2:30][CH2:31][NH2:32])[CH:25]=[CH:26][C:27]=1[O:28][CH3:29].C([O-])(=O)C.[Na+]>Cl>[CH3:20][O:21][C:22]1[CH:23]=[C:24]([CH2:30][CH2:31][N:32]2[CH:6]3[CH2:5][CH2:13][CH:11]2[CH2:10][C:3](=[O:4])[CH2:7]3)[CH:25]=[CH:26][C:27]=1[O:28][CH3:29] |f:1.2.3,5.6|. Procedure: Following a general procedure previously described (P. Doster et al. Eur. I. Med. Chem. 1984, 19, 105), 8.2 g (62 mmol) 2,5-dimethoxytetrahydrofuran were heated at 80° C. in 75 ml of 0.1N aqueous HCl for 1 h. After cooling to 10° C., 10 g (68.4 mmol) acetone dicarboxylic acid, 12.4 g (68.5 mmol) 2-(3,4-dimethoxyphenyl)ethylamine, 6.13 g (74.7 mmol) sodium acetate and 5.7 ml 12N aqueous HCl were added wile stirring. Stirring was maintained overnight at room temperature. The aqueous mixture was ne...